Dataset: the Open Reaction Database (ORD), a public repository of structured organic reaction records. Task: describe an organic reaction: reactants, conditions, products, and yield Conditions: temperature 90 celsius, time 1 hour. The product is O=C1NC=CC2=C1C(=CN2C(CC)CC)C=2C=C(SC2)C(=O)O (4-(4-oxo-1-(pentan-3-yl)-4,5-dihydro-1H-pyrrolo[3,2-c]pyridin-3-yl)thiophene-2-carboxylic acid). RXN SMILES: [O:1]=[C:2]1[C:7]2[C:8]([C:16]3[CH:17]=[C:18]([C:21]([O:23]C)=[O:22])[S:19][CH:20]=3)=[CH:9][N:10]([CH:11]([CH2:14][CH3:15])[CH2:12][CH3:13])[C:6]=2[CH:5]=[CH:4][NH:3]1.CO.C1COCC1.[OH-].[Na+]>O>[O:1]=[C:2]1[C:7]2[C:8]([C:16]3[CH:17]=[C:18]([C:21]([OH:23])=[O:22])[S:19][CH:20]=3)=[CH:9][N:10]([CH:11]([CH2:14][CH3:15])[CH2:12][CH3:13])[C:6]=2[CH:5]=[CH:4][NH:3]1 |f:3.4|. Yield: 102.0%. The solvent is O (water), O (water). Starting materials: O=C1NC=CC2=C1C(=CN2C(CC)CC)C=2C=C(SC2)C(=O)OC (methyl 4-(4-oxo-1-(pentan-3-yl)-4,5-dihydro-1H-pyrrolo[3,2-c]pyridin-3-yl)thiophene-2-carboxylate), CO (methanol), C1CCOC1 (THF), [OH-].[Na+] (sodium hydroxide). Reported procedure: To a solution of methyl 4-(4-oxo-1-(pentan-3-yl)-4,5-dihydro-1H-pyrrolo[3,2-c]pyridin-3-yl)thiophene-2-carboxylate (23.5 mg) obtained in Example 7 in a mixed solvent of methanol (1 mL)/THF (1 mL)/water (1 mL) was added 8N aqueous sodium hydroxide solution (0.021 mL) at 0° C. The reaction mixture was stirred at 90° C. for 1 hr. The reaction mixture was diluted with water, and the mixture was extracted with ethyl acetate. The organic layer was washed with 0.1N hydrochloric acid, water and saturate... Starting materials: CC(C)(C)OC(=O)Nc1nc(Cl)c(Cc2cn(S(=O)(=O)c3ccccc3)c3ncc(Cl)cc23)s1, ClCCl, Cl. Yields the product Nc1nc(Cl)c(Cc2cn(S(=O)(=O)c3ccccc3)c3ncc(Cl)cc23)s1. Reaction SMILES: [C:1]([O:2][C:3](=[O:4])[NH:7][c:8]1[s:9][c:10]([CH2:14][c:15]2[cH:16][n:17]([S:25](=[O:26])(=[O:27])[c:28]3[cH:29][cH:30][cH:31][cH:32][cH:33]3)[c:18]3[n:19][cH:20][c:21]([Cl:24])[cH:22][c:23]23)[c:11]([Cl:13])[n:12]1)([CH3:5])([CH3:6])[CH3:34].[Cl:36][CH2:37][Cl:38].[ClH:35]>>[NH2:7][c:8]1[s:9][c:10]([CH2:14][c:15]2[cH:16][n:17]([S:25](=[O:26])(=[O:27])[c:28]3[cH:29][cH:30][cH:31][cH:32][cH:33]3)[c:18]3[n:19][cH:20][c:21]([Cl:24])[cH:22][c:23]23)[c:11]([Cl:13])[n:12]1.